From a dataset of the Open Reaction Database (ORD), a public repository of structured organic reaction records. describe an organic reaction: reactants, conditions, products, and yield Reactants: ice water, BrCCCC1=CC=CC=C1 (1-bromo-3-phenylpropane), C(C(=O)Cl)(=O)Cl (oxalyl chloride), [Cl-].[Al+3].[Cl-].[Cl-] (aluminum chloride). Solvent: ClC=C(Cl)Cl (trichloroethylene). Conditions: time 0.5 hour. Product: BrCCCC1=CC=C(C(=O)Cl)C=C1 (4-(3-bromopropyl)benzoyl chloride). The yield is 97.3%. Reaction SMILES: [Br:1][CH2:2][CH2:3][CH2:4][C:5]1[CH:10]=[CH:9][CH:8]=[CH:7][CH:6]=1.C(Cl)(=O)[C:12]([Cl:14])=[O:13].[Cl-].[Al+3].[Cl-].[Cl-]>ClC=C(Cl)Cl>[Br:1][CH2:2][CH2:3][CH2:4][C:5]1[CH:10]=[CH:9][C:8]([C:12]([Cl:14])=[O:13])=[CH:7][CH:6]=1 |f:2.3.4.5|. Procedure details: To a cold (ice bath) stirred solution of 50.0 g (0.25 mole) of 1-bromo-3-phenylpropane (Aldrich) and 31.9 g (0.25 mole) of oxalyl chloride in 300 mL of trichloroethylene was added, portionwise, 33.3 g (0.25 mole) of aluminum chloride. The reaction mixture was stirred for 0.5 hr and then poured into ice water. The layers were separated and the aqueous layer was extracted with three 100 mL portions of methylene chloride. The combined organic layers were washed twice with 200 mL portions of water a... Starting materials: C(C)S(=O)(=O)Cl (Ethanesulphonyl chloride), NC1=CC(=C(OC2=C(C=CC(=C2)Cl)NCC(=O)OCC)C=C1)Cl (Ethyl N-[2-(4-amino-2-chlorophenoxy)-4-chlorophenyl]glycinate), N1=CC=CC=C1 (pyridine). Run in C(Cl)Cl (DCM). Conditions: time 4 hour. Product: ClC1=CC(=C(C=C1)NCC(=O)O)OC1=C(C=C(C=C1)NS(=O)(=O)CC)Cl (N-(4-Chloro-2-{2-chloro-4-[(ethylsulfonyl)amino]phenoxy}phenyl)glycine). Reaction SMILES: [CH2:1]([S:3](Cl)(=[O:5])=[O:4])[CH3:2].[NH2:7][C:8]1[CH:28]=[CH:27][C:11]([O:12][C:13]2[CH:18]=[C:17]([Cl:19])[CH:16]=[CH:15][C:14]=2[NH:20][CH2:21][C:22]([O:24]CC)=[O:23])=[C:10]([Cl:29])[CH:9]=1.N1C=CC=CC=1>C(Cl)Cl>[Cl:19][C:17]1[CH:16]=[CH:15][C:14]([NH:20][CH2:21][C:22]([OH:24])=[O:23])=[C:13]([O:12][C:11]2[CH:27]=[CH:28][C:8]([NH:7][S:3]([CH2:1][CH3:2])(=[O:5])=[O:4])=[CH:9][C:10]=2[Cl:29])[CH:18]=1. Procedure details: Ethanesulphonyl chloride (0.1 ml) was added to a mixture of the product from step (iii) (0.11 g) and pyridine (0.5 ml) in DCM (4 ml). After stirring at room temperature for 4 h the mixture was partitioned between diethylether/2 M HCl. The organics separated, dried and evaporated under reduced pressure. The residue was dissolved in methanol (5 ml) then 2M NaOH added and stirred at room temperature for 20 h. The solvent was removed under reduced pressure and the residue partitioned between ethylac... The reactants are C(C1=CC=CC=C1)N1CC2(C(C1)C(=O)OCC)CCCC1=CC=CC=C12 (Ethyl 1′-benzyl-3,4-dihydro-2H-spiro[naphthalene-1,3′-pyrrolidine]-4′-carboxylate), [OH-].[Na+] (sodium hydroxide), Cl (HCl). Run in C1CCOC1.CO.O (THF MeOH H2O). Run at temperature 50 celsius, time 8 hour. Product: C(C1=CC=CC=C1)N1CC2(C(C1)C(=O)O)CCCC1=CC=CC=C12 (1′-benzyl-3,4-dihydro-2H-spiro[naphthalene-1,3′-pyrrolidine]-4′-carboxylic acid). RXN SMILES: [CH2:1]([N:8]1[CH2:12][CH:11]([C:13]([O:15]CC)=[O:14])[C:10]2([C:26]3[C:21](=[CH:22][CH:23]=[CH:24][CH:25]=3)[CH2:20][CH2:19][CH2:18]2)[CH2:9]1)[C:2]1[CH:7]=[CH:6][CH:5]=[CH:4][CH:3]=1.[OH-].[Na+].Cl>C1COCC1.CO.O>[CH2:1]([N:8]1[CH2:12][CH:11]([C:13]([OH:15])=[O:14])[C:10]2([C:26]3[C:21](=[CH:22][CH:23]=[CH:24][CH:25]=3)[CH2:20][CH2:19][CH2:18]2)[CH2:9]1)[C:2]1[CH:7]=[CH:6][CH:5]=[CH:4][CH:3]=1 |f:1.2,4.5.6|. Procedure details: Ethyl 1′-benzyl-3,4-dihydro-2H-spiro[naphthalene-1,3′-pyrrolidine]-4′-carboxylate (1.1 g, 3.15 mmol) in THF/MeOH/H2O (41 ml) was added 2N sodium hydroxide (4.72 ml, 9.44 mmol). Stir overnight at 50° C. Cooled to room temperature and acidified to pH1-2 with 0.5N HCl and extracted with EtOAc. The organic layer was dried and concentrated. The crude acid was not purified. Reactants: CC(=O)Oc1c(C(C)(C)C)cc2c(c1C(C)(C)C)CC(C)(CCC=C(C)CO)O2, CSC, O=C1CCC(=O)N1Cl, ClCCl. Product: CC(=O)Oc1c(C(C)(C)C)cc2c(c1C(C)(C)C)CC(C)(CCC=C(C)CCl)O2. Reaction SMILES: [C:12]([CH3:13])(=[O:14])[O:15][c:16]1[c:17]([C:37]([CH3:38])([CH3:39])[CH3:40])[cH:18][c:19]2[c:20]([c:32]1[C:33]([CH3:34])([CH3:35])[CH3:36])[CH2:21][C:22]([CH3:24])([CH2:25][CH2:26][CH:27]=[C:28]([CH2:29][OH:30])[CH3:31])[O:23]2.[CH3:9][S:10][CH3:11].[Cl:1][N:2]1[C:3](=[O:4])[CH2:5][CH2:6][C:7]1=[O:8].[Cl:41][CH2:42][Cl:43]>>[Cl:1][CH2:29][C:28](=[CH:27][CH2:26][CH2:25][C:22]1([CH3:24])[CH2:21][c:20]2[c:19]([cH:18][c:17]([C:37]([CH3:38])([CH3:39])[CH3:40])[c:16]([O:15][C:12]([CH3:13])=[O:14])[c:32]2[C:33]([CH3:34])([CH3:35])[CH3:36])[O:23]1)[CH3:31]. Starting materials: C1CCOC1, Clc1cccnc1-n1ncc2c(Cl)ncnc21, Cl, [H-], [Na+], COC(=O)C(O)COC(C)C. Yields the product COC(=O)C(COC(C)C)Oc1ncnc2c1cnn2-c1ncccc1Cl. Reaction SMILES: [CH2:32]1[O:33][CH2:34][CH2:35][CH2:36]1.[Cl:14][c:15]1[c:16]2[c:17]([n:18][cH:19][n:20]1)[n:21](-[c:24]1[n:25][cH:26][cH:27][cH:28][c:29]1[Cl:30])[n:22][cH:23]2.[ClH:31].[H-:1].[Na+:2].[OH:3][CH:4]([C:5](=[O:6])[O:7][CH3:8])[CH2:9][O:10][CH:11]([CH3:12])[CH3:13]>>[O:3]([CH:4]([C:5](=[O:6])[O:7][CH3:8])[CH2:9][O:10][CH:11]([CH3:12])[CH3:13])[c:15]1[c:16]2[c:17]([n:18][cH:19][n:20]1)[n:21](-[c:24]1[n:25][cH:26][cH:27][cH:28][c:29]1[Cl:30])[n:22][cH:23]2.